Dataset: the Open Reaction Database (ORD), a public repository of structured organic reaction records. Task: describe an organic reaction: reactants, conditions, products, and yield Starting materials: BrBr, CCOC(=O)CCCCCCC1(C(=O)OCC)CCCC1=O, ClC(Cl)Cl. Yields the product CCOC(=O)CCCCCCC1=CCCC1=O. Reaction SMILES: [Br:1][Br:2].[C:3]([O:4][CH2:5][CH3:6])(=[O:7])[C:8]1([CH2:14][CH2:15][CH2:16][CH2:17][CH2:18][CH2:19][C:20](=[O:21])[O:22][CH2:23][CH3:24])[C:9](=[O:13])[CH2:10][CH2:11][CH2:12]1.[Cl:25][CH:26]([Cl:27])[Cl:28]>>[C:8]1([CH2:14][CH2:15][CH2:16][CH2:17][CH2:18][CH2:19][C:20](=[O:21])[O:22][CH2:23][CH3:24])=[CH:12][CH2:11][CH2:10][C:9]1=[O:13]. Reactants: [NH4+].[Cl-] (NH4Cl), C(Cl)Cl (DCM), C(C)OC(C#N)OCC (diethoxyacetonitrile), [N+](#[C-])CC(=O)OC (methyl isocyanoacetate). Run in COCCOCCOC (bis(2-methoxyethyl)ether), COCCOCCOC (bis(2-methoxyethyl)ether). Run at temperature 75 celsius. The product is C(C)OC(C=1N=CNC1C(=O)OC)OCC (Methyl 4-(diethoxymethyl)-1H-imidazole-5-carboxylate). The yield is 26.0%. RXN SMILES: [CH2:1]([O:3][CH:4]([O:7][CH2:8][CH3:9])[C:5]#[N:6])[CH3:2].[N+:10]([CH2:12][C:13]([O:15][CH3:16])=[O:14])#[C-:11].[NH4+].[Cl-].C(Cl)Cl>COCCOCCOC>[CH2:1]([O:3][CH:4]([O:7][CH2:8][CH3:9])[C:5]1[N:6]=[CH:11][NH:10][C:12]=1[C:13]([O:15][CH3:16])=[O:14])[CH3:2] |f:2.3|. Procedure details: A mixture of diethoxyacetonitrile (38.72 mmol, 1 equiv.) and methyl isocyanoacetate (99.1 mmol, 1.4 equiv.) in dry bis(2-methoxyethyl)ether (20 ml) was added to a suspension of 30-35% KH (54.2 mmol, 1.4 equiv.) in dry bis(2-methoxyethyl)ether (30 ml). The resulting mixture was heated overnight at 70-80° C. The reaction mixture was then cooled to 25° C., and sat. NH4Cl solution (20 ml) was added. DCM (100 ml) was added, and the phases were separated. The aqueous phase was extracted with DCM (2×75... Starting materials: CS(=O)(=O)C1=CC=C(C=C1)B(O)O ([4-(methylsulfonyl)phenyl]boronic acid), BrC1=CC=C(C=N1)OCC1CCN(CC1)C(=O)OC(C)(C)C (1,1-dimethylethyl 4-{[(6-bromo-3-pyridinyl)oxy]methyl}-1-piperidinecarboxylate), COCCOC (DME), C(=O)([O-])[O-].[Na+].[Na+] (Na2CO3). Reagents/catalysts: Cl[Pd]([P](C1=CC=CC=C1)(C2=CC=CC=C2)C3=CC=CC=C3)([P](C4=CC=CC=C4)(C5=CC=CC=C5)C6=CC=CC=C6)Cl (Pd(PPh3)2Cl2). The solvent is O (water). Conditions: temperature 80 celsius, time 8 hour. The product is CS(=O)(=O)C1=CC=C(C=C1)C1=CC=C(C=N1)OCC1CCN(CC1)C(=O)OC(C)(C)C (1,1-dimethylethyl 4-[({6-[4-(methylsulfonyl)phenyl]-3-pyridinyl}oxy)methyl]-1-piperidinecarboxylate). The yield is 58.5%. Reaction SMILES: [CH3:1][S:2]([C:5]1[CH:10]=[CH:9][C:8](B(O)O)=[CH:7][CH:6]=1)(=[O:4])=[O:3].Br[C:15]1[N:20]=[CH:19][C:18]([O:21][CH2:22][CH:23]2[CH2:28][CH2:27][N:26]([C:29]([O:31][C:32]([CH3:35])([CH3:34])[CH3:33])=[O:30])[CH2:25][CH2:24]2)=[CH:17][CH:16]=1.COCCOC.C([O-])([O-])=O.[Na+].[Na+]>Cl[Pd](Cl)([P](C1C=CC=CC=1)(C1C=CC=CC=1)C1C=CC=CC=1)[P](C1C=CC=CC=1)(C1C=CC=CC=1)C1C=CC=CC=1.O>[CH3:1][S:2]([C:5]1[CH:10]=[CH:9][C:8]([C:15]2[N:20]=[CH:19][C:18]([O:21][CH2:22][CH:23]3[CH2:24][CH2:25][N:26]([C:29]([O:31][C:32]([CH3:35])([CH3:34])[CH3:33])=[O:30])[CH2:27][CH2:28]3)=[CH:17][CH:16]=2)=[CH:7][CH:6]=1)(=[O:4])=[O:3] |f:3.4.5,^1:50,69|. Procedure details: A mixture of [4-(methylsulfonyl)phenyl]boronic acid (540 mg, 2.7 mmol), 1,1-dimethylethyl 4-{[(6-bromo-3-pyridinyl)oxy]methyl}-1-piperidinecarboxylate (1 g, 2.7 mmol), Pd(PPh3)2Cl2 (190 mg, 0.27 mmol), DME (10 mL) and 2M Na2CO3 (5 mL) was stirred at 80° C. overnight. The mixture was cooled to ambient temperature, charged with water, and extracted with Et2O. The organics were dried over MgSO4, filtered, and the filtrate was concentrated. The aqueous phase was further extracted with CH2Cl2. The CH... Reactants: COc1ccccc1Br, ClC(Cl)Cl, O=S(=O)(O)Cl. The product is COc1ccc(S(=O)(=O)Cl)cc1Br. RXN SMILES: [Br:1][c:2]1[c:3]([O:8][CH3:9])[cH:4][cH:5][cH:6][cH:7]1.[CH:15]([Cl:16])([Cl:17])[Cl:18].[Cl:10][S:11](=[O:12])(=[O:13])[OH:14]>>[Br:1][c:2]1[c:3]([O:8][CH3:9])[cH:4][cH:5][c:6]([S:11]([Cl:10])(=[O:12])=[O:13])[cH:7]1. Reactants: CC(C)(C)OC(=O)NCCCC(=O)O, ClCCCl, C1CCOC1, Cc1cccc(C)c1O, CN(C)c1ccncc1. The product is Cc1cccc(C)c1OC(=O)CCCNC(=O)OC(C)(C)C. As a reaction SMILES: [C:10]([CH3:11])([CH3:12])([CH3:13])[O:14][C:15](=[O:16])[NH:17][CH2:18][CH2:19][CH2:20][C:21](=[O:22])[OH:23].[CH2:24]([Cl:25])[CH2:26][Cl:27].[CH2:28]1[O:29][CH2:30][CH2:31][CH2:32]1.[CH3:1][c:2]1[c:3]([OH:9])[c:4]([CH3:8])[cH:5][cH:6][cH:7]1.[CH3:33][N:34]([c:35]1[cH:36][cH:37][n:38][cH:39][cH:40]1)[CH3:41]>>[CH3:1][c:2]1[c:3]([O:9][C:21]([CH2:20][CH2:19][CH2:18][NH:17][C:15]([O:14][C:10]([CH3:11])([CH3:12])[CH3:13])=[O:16])=[O:22])[c:4]([CH3:8])[cH:5][cH:6][cH:7]1. RXN SMILES: [CH:29]([OH:30])([CH3:31])[CH3:32].[OH:1][c:2]1[c:3]([N:8]2[CH2:9][CH2:10][NH:11][CH2:12][CH2:13]2)[cH:4][cH:5][cH:6][cH:7]1.[c:14]1([O:24][CH2:25][CH:26]2[CH2:27][O:28]2)[cH:15][cH:16][cH:17][c:18]2[cH:19][cH:20][cH:21][cH:22][c:23]12>>[OH:1][c:2]1[c:3]([N:8]2[CH2:9][CH2:10][N:11]([CH2:27][CH:26]([CH2:25][O:24][c:14]3[cH:15][cH:16][cH:17][c:18]4[cH:19][cH:20][cH:21][cH:22][c:23]34)[OH:28])[CH2:12][CH2:13]2)[cH:4][cH:5][cH:6][cH:7]1. Starting materials: CC(C)O, Oc1ccccc1N1CCNCC1, c1ccc2c(OCC3CO3)cccc2c1. Yields the product Oc1ccccc1N1CCN(CC(O)COc2cccc3ccccc23)CC1.